Dataset: the Open Reaction Database (ORD), a public repository of structured organic reaction records. Task: describe an organic reaction: reactants, conditions, products, and yield Reactants: N1(C=NC=C1)C1=C(C=CC=C1)O (2-(1-imidazolyl)-phenol), [H-].[Na+] (sodium hydride), C(C=C)Cl (allyl chloride). Solvent: CN(C=O)C (dimethylformamide). Conditions: time 1 hour. Yields the product Cl.C(C=C)OC1=C(C=CC=C1)N1C=NC=C1 (Allyl-[2-(1-imidazolyl)-phenyl]-ether, Hydrochloride). Reaction SMILES: [N:1]1([C:6]2[CH:11]=[CH:10][CH:9]=[CH:8][C:7]=2[OH:12])[CH:5]=[CH:4][N:3]=[CH:2]1.[H-].[Na+].[CH2:15]([Cl:18])[CH:16]=[CH2:17]>CN(C)C=O>[ClH:18].[CH2:17]([O:12][C:7]1[CH:8]=[CH:9][CH:10]=[CH:11][C:6]=1[N:1]1[CH:5]=[CH:4][N:3]=[CH:2]1)[CH:16]=[CH2:15] |f:1.2,5.6|. Procedure: 1.6 g. of 2-(1-imidazolyl)-phenol [Khim. Geterotsikl. Soedin Akad. Nauk Latv. SSR 1966, 143; Chem. Abstr. 65 (1966) 13686] is dissolved in 20 ml. of dimethylformamide and combined with 300 mg. of a sodium hydride - oil suspension (80%). The mixture is agitated for one hour at room temperature, and then 760 mg. of allyl chloride is added thereto. After three hours of agitation at room temperature, the solution is added to 100 ml. of 1N sulfuric acid and extracted with ether. The aqueous phase is ... Starting materials: COC([C@H]1NCC(C1)(OC)OC)=O (4,4-Dimethoxy-L-proline methyl ester), N=1NN=NC1C1=C(C=CC=C1)C1=CC2=C(N(C=N2)C(C(=O)O)CCCCCC)C=C1 (2-[5-[2-(2H-tetrazol-5-yl)phenyl]-1H-benzimidazol-1-yl]octanoic acid), OC1=CC=CC=2NN=NC21 (hydroxybenzotriazole), C1(CCCCC1)N=C=NC1CCCCC1 (dicyclohexylcarbodiimide). Product: COC1(C[C@H](NC1)C(=O)O)OC (4,4-dimethoxy-L-proline). Reaction SMILES: C[O:2][C:3](=[O:13])[C@@H:4]1[CH2:8][C:7]([O:11][CH3:12])([O:9][CH3:10])[CH2:6][NH:5]1.N1NN=NC=1C1C=CC=CC=1C1C=CC2N(C(CCCCCC)C(O)=O)C=NC=2C=1.OC1C2N=NNC=2C=CC=1.C1(N=C=NC2CCCCC2)CCCCC1>>[CH3:10][O:9][C:7]1([O:11][CH3:12])[CH2:6][NH:5][C@H:4]([C:3]([OH:13])=[O:2])[CH2:8]1. Reported procedure: 4,4-Dimethoxy-L-proline methyl ester (1.35 mmoles, 0.257 g) and 2-[5-[2-(2H-tetrazol-5-yl)phenyl]-1H-benzimidazol-1-yl]octanoic acid (1.23 mmoles, 0.5 g) were reacted in the presence of hydroxybenzotriazole and dicyclohexylcarbodiimide as in Example 15 to yield 0.220 g of 1-[1-oxo-2-[5-2-(2H-tetrazol-5-yl)phenyl]-1H-benzimidazol-1-yl]octyl]-4,4-dimethoxy-L-proline. (MS). Starting materials: C(C)(=O)NC=1C(=C(C2=C(CC(O2)(CCC2=CC=C(C=C2)F)C)C1C)C)C (5-acetylamino-2,4,6,7-tetramethyl-2-[2-(4-fluorophenyl)ethyl]-2,3-dihydrobenzofuran), [H-].[Al+3].[Li+].[H-].[H-].[H-] (lithium aluminum hydride), ice water. Run in O1CCCC1 (tetrahydrofuran). Product: C(C)NC=1C(=C(C2=C(CC(O2)(C)CCC2=CC=C(C=C2)F)C1C)C)C (5-Ethylamino-2-[2-(4-fluorophenyl) ethyl]-2,4,6,7-tetramethyl-2,3-dihydrobenzofuran). Yield: 70.6%. Reaction SMILES: [C:1]([NH:4][C:5]1[C:6]([CH3:26])=[C:7]([CH3:25])[C:8]2[O:12][C:11]([CH3:22])([CH2:13][CH2:14][C:15]3[CH:20]=[CH:19][C:18]([F:21])=[CH:17][CH:16]=3)[CH2:10][C:9]=2[C:23]=1[CH3:24])(=O)[CH3:2].[H-].[Al+3].[Li+].[H-].[H-].[H-]>O1CCCC1>[CH2:1]([NH:4][C:5]1[C:6]([CH3:26])=[C:7]([CH3:25])[C:8]2[O:12][C:11]([CH2:13][CH2:14][C:15]3[CH:16]=[CH:17][C:18]([F:21])=[CH:19][CH:20]=3)([CH3:22])[CH2:10][C:9]=2[C:23]=1[CH3:24])[CH3:2] |f:1.2.3.4.5.6|. Procedure details: To tetrahydrofuran (20 ml) were added 5-acetylamino-2,4,6,7-tetramethyl-2-[2-(4-fluorophenyl)ethyl]-2,3-dihydrobenzofuran (1.2 g, 3.4 mmol) and lithium aluminum hydride. The mixture was heated under reflux for hours. The reaction mixture was poured into ice water and the product was extracted with ethyl acetate. The extract was washed with water and dried and then the solvent was distilled off. The residue was purified by column chromatography on silica gel (isopropyl ether-ethyl acetate, 2:1) t... Product: Cc1ccnc(C(=O)C(C)Cl)c1. Starting materials: CCC(=O)c1cc(C)ccn1, ClC(Cl)Cl, O=S(=O)(Cl)Cl. RXN SMILES: [CH3:1][c:2]1[cH:3][c:4]([C:8]([CH2:9][CH3:10])=[O:11])[n:5][cH:6][cH:7]1.[CH:17]([Cl:18])([Cl:19])[Cl:20].[S:12]([Cl:13])(=[O:14])([Cl:15])=[O:16]>>[CH3:1][c:2]1[cH:3][c:4]([C:8]([CH:9]([CH3:10])[Cl:15])=[O:11])[n:5][cH:6][cH:7]1. The reactants are N1(CCCCC1)CC=1C=C(OC\C=C/CNC(CSCCN)=O)C=CC1 (N-[4-[3-(piperidinomethyl) phenoxy]-cis-2-butenyl]-2-(2-aminoethylthio)acetamide), C=1C=CC2=C(C1)N=NN2O (HOBt), C1CCC(CC1)N=C=NC2CCCCC2 (DCC), C(C1=CC=CC=C1)(=O)O (benzoic acid). Run in ClCCl (dichloromethane). Reaction conditions: time 30 minute. Product: N1(CCCCC1)CC=1C=C(OC\C=C/CNC(CSCCNC(C2=CC=CC=C2)=O)=O)C=CC1 (N-[4-[3-(piperidinomethyl) phenoxy]-cis-2-butenyl]-2-[2-(benzoylamino)ethylthio]acetamide). Isolated yield 23.4%. As a reaction SMILES: [C:1]([OH:9])(=O)[C:2]1[CH:7]=[CH:6][CH:5]=[CH:4][CH:3]=1.C1C=CC2N(O)N=NC=2C=1.C1CCC(N=C=NC2CCCCC2)CC1.[N:35]1([CH2:41][C:42]2[CH:43]=[C:44]([CH:58]=[CH:59][CH:60]=2)[O:45][CH2:46]/[CH:47]=[CH:48]\[CH2:49][NH:50][C:51](=[O:57])[CH2:52][S:53][CH2:54][CH2:55][NH2:56])[CH2:40][CH2:39][CH2:38][CH2:37][CH2:36]1>ClCCl>[N:35]1([CH2:41][C:42]2[CH:43]=[C:44]([CH:58]=[CH:59][CH:60]=2)[O:45][CH2:46]/[CH:47]=[CH:48]\[CH2:49][NH:50][C:51](=[O:57])[CH2:52][S:53][CH2:54][CH2:55][NH:56][C:1](=[O:9])[C:2]2[CH:3]=[CH:4][CH:5]=[CH:6][CH:7]=2)[CH2:40][CH2:39][CH2:38][CH2:37][CH2:36]1. Procedure: There was dissolved 0.97 g (0.008 mol) of benzoic acid in 60 ml of dichloromethane and added 1.22 g (0.00 mol) of HOBt and 1.65 g (0.0095 mol) of DCC under cooling with ice, and the mixture was stirred for 30 minutes under cooling with ice. Thereto was added 3.0 g (0.008 mol) of N-[4-[3-(piperidinomethyl) phenoxy]-cis-2-butenyl]-2-(2-aminoethylthio)acetamide and the mixture was stirred for 18 hours at room temperature. The precipitate was filtrated off, and the filtrate was washed with 5% aqueou...